Dataset: the Open Reaction Database (ORD), a public repository of structured organic reaction records. Task: describe an organic reaction: reactants, conditions, products, and yield The reactants are CCO, Cc1ccccc1, Clc1csc(Cl)n1, [K+], [K+], O=C([O-])[O-], c1ccc(P(c2ccccc2)(c2ccccc2)[Pd](P(c2ccccc2)(c2ccccc2)c2ccccc2)(P(c2ccccc2)(c2ccccc2)c2ccccc2)P(c2ccccc2)(c2ccccc2)c2ccccc2)cc1, OB(O)c1cccnc1. Product: Clc1csc(-c2cccnc2)n1. Reaction SMILES: [CH3:17][CH2:18][OH:19].[CH3:26][c:27]1[cH:28][cH:29][cH:30][cH:31][cH:32]1.[Cl:10][c:11]1[s:12][cH:13][c:14]([Cl:16])[n:15]1.[K+:20].[K+:21].[O-:22][C:23]([O-:24])=[O:25].[cH:33]1[cH:34][cH:35][c:36]([P:37]([Pd:38]([P:39]([c:40]2[cH:41][cH:42][cH:43][cH:44][cH:45]2)([c:46]2[cH:47][cH:48][cH:49][cH:50][cH:51]2)[c:52]2[cH:53][cH:54][cH:55][cH:56][cH:57]2)([P:58]([c:59]2[cH:60][cH:61][cH:62][cH:63][cH:64]2)([c:65]2[cH:66][cH:67][cH:68][cH:69][cH:70]2)[c:71]2[cH:72][cH:73][cH:74][cH:75][cH:76]2)[P:77]([c:78]2[cH:79][cH:80][cH:81][cH:82][cH:83]2)([c:84]2[cH:85][cH:86][cH:87][cH:88][cH:89]2)[c:90]2[cH:91][cH:92][cH:93][cH:94][cH:95]2)([c:96]2[cH:97][cH:98][cH:99][cH:100][cH:101]2)[c:102]2[cH:103][cH:104][cH:105][cH:106][cH:107]2)[cH:108][cH:109]1.[n:1]1[cH:2][c:3]([B:7]([OH:8])[OH:9])[cH:4][cH:5][cH:6]1>>[n:1]1[cH:2][c:3](-[c:11]2[s:12][cH:13][c:14]([Cl:16])[n:15]2)[cH:4][cH:5][cH:6]1. Yields the product C(C)N(C(=O)N[C@H]1[C@H](O)[C@@H](O)[C@H](O)CO1)N=O (N-ethyl-N'-(β-D-xylosyl)-N-nitrosourea). Run in C(C)O (ethanol), O (water). As a reaction SMILES: O=[CH:2][C@@H:3]([C@H:5]([C@@H:7]([CH2:9][OH:10])[OH:8])[OH:6])[OH:4].[CH2:11]([NH:13][C:14]([NH2:16])=[O:15])[CH3:12].[N+:17](NC1C=CC=CC=1)([O-])=[O:18].Cl>C(O)C.O>[CH2:11]([N:13]([N:17]=[O:18])[C:14]([NH:16][C@@H:9]1[O:10][CH2:2][C@@H:3]([OH:4])[C@H:5]([OH:6])[C@H:7]1[OH:8])=[O:15])[CH3:12]. Procedure: A mixture of 3 g of D-xylose, 1.9 g of ethylurea, 0.3 g of nitroaniline and 0.2 ml of a concentrated hydrochloric acid is refluxed in 15 ml of ethanol for 10 minutes. The precipitate in the amount of 2.8 g is separated, then added with 15 ml of glacial acetic acid, 2.5 ml of distilled water and 1.74 g of sodium nitrite and stirred for 2 hours at 0° C. The solution is evaporated and recrystallized from an alcohol to give 2.54 g (80% of the theoretical) of the product. M.p. 104° C. (decomposition)... Reactants: O=C[C@H](O)[C@@H](O)[C@H](O)CO (D-xylose), C(C)NC(=O)N (ethylurea), [N+](=O)([O-])NC1=CC=CC=C1 (nitroaniline), Cl (hydrochloric acid). Conditions: temperature 0 celsius, time 2 hour. As a reaction SMILES: C(OC([N:8]1[CH2:13][CH2:12][CH2:11][CH:10]([NH:14][C:15]([C:17]2[C:25]3[C:20](=[N:21][CH:22]=[C:23]([CH:26]4[CH2:28][CH2:27]4)[N:24]=3)[N:19]([CH2:29][O:30][CH2:31][CH2:32][Si:33]([CH3:36])([CH3:35])[CH3:34])[CH:18]=2)=[O:16])[CH2:9]1)=O)(C)(C)C.C([Cl:40])(=O)C>CO>[ClH:40].[NH:8]1[CH2:13][CH2:12][CH2:11][CH:10]([NH:14][C:15]([C:17]2[C:25]3[C:20](=[N:21][CH:22]=[C:23]([CH:26]4[CH2:28][CH2:27]4)[N:24]=3)[N:19]([CH2:29][O:30][CH2:31][CH2:32][Si:33]([CH3:36])([CH3:35])[CH3:34])[CH:18]=2)=[O:16])[CH2:9]1 |f:3.4|. Procedure: In a 25 mL round-bottomed flask, 3-{[2-cyclopropyl-5-(2-trimethylsilanyl-ethoxymethyl)-5H-pyrrolo[2,3-b]pyrazine-7-carbonyl]-amino}-piperidine-1-carboxylic acid tert-butyl ester (0.435 g, 0.84 mmol) was dissolved in MeOH (7 mL). The solution was cooled to 0° C. and acetyl chloride (1.2 mL, 16.8 mmol) was added dropwise over 10 min. The ice bath was removed and the reaction mixture was stirred at room temperature for 1.5 h. The solvent was evaporated at room temperature and the residue was dried ... Isolated yield 105.9%. Run at temperature 0 celsius, time 1.5 hour. Reactants: C(C)(C)(C)OC(=O)N1CC(CCC1)NC(=O)C1=CN(C2=NC=C(N=C21)C2CC2)COCC[Si](C)(C)C (3-{[2-cyclopropyl-5-(2-trimethylsilanyl-ethoxymethyl)-5H-pyrrolo[2,3-b]pyrazine-7-carbonyl]-amino}-piperidine-1-carboxylic acid tert-butyl ester), C(C)(=O)Cl (acetyl chloride). Run in CO (MeOH). The product is Cl.N1CC(CCC1)NC(=O)C1=CN(C2=NC=C(N=C21)C2CC2)COCC[Si](C)(C)C (2-cyclopropyl-5-(2-trimethylsilanyl-ethoxymethyl)-5H-pyrrolo[2,3-b]pyrazine-7-carboxylic acid piperidin-3-ylamide hydrochloride). Starting materials: CCOC(=O)Cn1ccc(-c2nc(N3CCC(Oc4cc(F)ccc4Br)CC3)no2)c1, C1CCOC1, CO, [Na+], [OH-]. Yields the product O=C(O)Cn1ccc(-c2nc(N3CCC(Oc4cc(F)ccc4Br)CC3)no2)c1. RXN SMILES: [Br:1][c:2]1[c:3]([O:4][CH:5]2[CH2:6][CH2:7][N:8]([c:11]3[n:12][o:13][c:14](-[c:16]4[cH:17][n:18]([CH2:21][C:22](=[O:23])[O:24][CH2:25][CH3:26])[cH:19][cH:20]4)[n:15]3)[CH2:9][CH2:10]2)[cH:27][c:28]([F:31])[cH:29][cH:30]1.[CH2:34]1[O:35][CH2:36][CH2:37][CH2:38]1.[CH3:39][OH:40].[Na+:33].[OH-:32]>>[Br:1][c:2]1[c:3]([O:4][CH:5]2[CH2:6][CH2:7][N:8]([c:11]3[n:12][o:13][c:14](-[c:16]4[cH:17][n:18]([CH2:21][C:22](=[O:23])[OH:24])[cH:19][cH:20]4)[n:15]3)[CH2:9][CH2:10]2)[cH:27][c:28]([F:31])[cH:29][cH:30]1. Reaction SMILES: [CH3:1][N:2]1[CH:6]=[C:5]([CH2:7][C:8]([O:10]C)=[O:9])[C:4]([O:12][CH2:13][C:14]2[O:18][N:17]=[C:16]([O:19][CH2:20][C:21]3[CH:30]=[CH:29][C:28]4[C:23](=[CH:24][CH:25]=[CH:26][CH:27]=4)[N:22]=3)[CH:15]=2)=[N:3]1.[OH-].[Na+].O1CCCC1.Cl>C(O)C>[CH3:1][N:2]1[CH:6]=[C:5]([CH2:7][C:8]([OH:10])=[O:9])[C:4]([O:12][CH2:13][C:14]2[O:18][N:17]=[C:16]([O:19][CH2:20][C:21]3[CH:30]=[CH:29][C:28]4[C:23](=[CH:24][CH:25]=[CH:26][CH:27]=4)[N:22]=3)[CH:15]=2)=[N:3]1 |f:1.2|. Run in C(C)O (ethanol). Isolated yield 81.7%. Run at time 2 hour. Yields the product CN1N=C(C(=C1)CC(=O)O)OCC1=CC(=NO1)OCC1=NC2=CC=CC=C2C=C1 ([1-methyl-3-[3-(2-quinolylmethoxy)-5-isoxazolylmethoxy]-1H-pyrazol-4-yl]acetic acid). Reported procedure: A mixture of methyl [1-methyl-3-[3-(2-quinolylmethoxy)-5-isoxazolylmethoxy]-1H-pyrazol-4-yl]acetate (674 mg), 1N aqueous sodium hydroxide solution (3 ml), tetrahydrofuran (6 ml) and ethanol (6 ml) was stirred at room temperature for 2 hrs. 1N Hydrochloric acid (3 ml) was added to the reaction mixture and the mixture was extracted with ethyl acetate. The ethyl acetate layer was washed with saturated brine, dried (MgSO4) and concentrated. The obtained colorless crystals were collected by filtratio... The reactants are Cl (Hydrochloric acid), CN1N=C(C(=C1)CC(=O)OC)OCC1=CC(=NO1)OCC1=NC2=CC=CC=C2C=C1 (methyl [1-methyl-3-[3-(2-quinolylmethoxy)-5-isoxazolylmethoxy]-1H-pyrazol-4-yl]acetate), [OH-].[Na+] (sodium hydroxide), O1CCCC1 (tetrahydrofuran). Starting materials: Cl (HCl), [Li]CCCC (n-BuLi), BrC=1C=CC2=C(NC(O2)=O)C1 (5-bromo-3H-benzooxazol-2-one), COB(OC)OC (trimethylborate). Solvent: C1CCOC1 (THF). Reaction conditions: temperature -40 celsius, time 1 hour. The product is O=C1OC2=C(N1)C=C(C=C2)B(O)O (2-Oxo-2,3-dihydro-benzooxazole-5-boronic acid). As a reaction SMILES: [Li]CCCC.Br[C:7]1[CH:8]=[CH:9][C:10]2[O:14][C:13](=[O:15])[NH:12][C:11]=2[CH:16]=1.C[O:18][B:19](OC)[O:20]C.Cl>C1COCC1>[O:15]=[C:13]1[NH:12][C:11]2[CH:16]=[C:7]([B:19]([OH:20])[OH:18])[CH:8]=[CH:9][C:10]=2[O:14]1. Reported procedure: Add n-BuLi (1.6M in hexanes, 8.76 mL, 14.02 mmol) portionwise (exotherm) to a solution of 5-bromo-3H-benzooxazol-2-one (1.00 g, 4.67 mmol) in dry THF (28 mL) at −78° C. under N2. Stir at −40° C. for 1 h and add trimethylborate (1.94 g, 18.68 mmol) at once. Warm up to room temperature overnight. Add 1N aqueous HCl (50 mL) and stir for 3 h at room temperature. Extract into ethyl acetate, dry (MgSO4) and concentrate organics to a brown solid. Triturate with hexanes/toluene and collect 766 mg (92%) ... Reactants: Nc1ccccc1, COC(=O)C1CSc2sccc2C1=O, Cc1ccccc1C. The product is O=C(Nc1ccccc1)C1CSc2sccc2C1=O. Reaction SMILES: [NH2:15][c:16]1[cH:17][cH:18][cH:19][cH:20][cH:21]1.[O:1]=[C:2]1[c:3]2[c:4]([s:12][cH:13][cH:14]2)[S:5][CH2:6][CH:7]1[C:8]([O:10][CH3:9])=[O:11].[c:22]1([CH3:23])[c:24]([CH3:25])[cH:26][cH:27][cH:28][cH:29]1>>[O:1]=[C:2]1[c:3]2[c:4]([s:12][cH:13][cH:14]2)[S:5][CH2:6][CH:7]1[C:8](=[O:10])[NH:15][c:16]1[cH:17][cH:18][cH:19][cH:20][cH:21]1.